Task: describe an organic reaction: reactants, conditions, products, and yield. Dataset: the Open Reaction Database (ORD), a public repository of structured organic reaction records Starting materials: ClC(Cl)Cl, ClCCl, O=C(OC(=O)C(F)(F)F)C(F)(F)F, [NH4+], O=[N+]([O-])[O-], O, CCOC(=O)Cc1ccsc1. Yields the product CCOC(=O)Cc1ccsc1[N+](=O)[O-]. As a reaction SMILES: [CH:31]([Cl:32])([Cl:33])[Cl:34].[Cl:35][CH2:36][Cl:37].[F:12][C:13]([F:14])([F:15])[C:16]([O:17][C:18](=[O:19])[C:20]([F:21])([F:22])[F:23])=[O:24].[NH4+:25].[O-:26][N+:27]([O-:28])=[O:29].[OH2:30].[s:1]1[cH:2][c:3]([CH2:6][C:7](=[O:8])[O:9][CH2:10][CH3:11])[cH:4][cH:5]1>>[s:1]1[c:2]([N+:27](=[O:26])[O-:28])[c:3]([CH2:6][C:7](=[O:8])[O:9][CH2:10][CH3:11])[cH:4][cH:5]1.